Dataset: the Open Reaction Database (ORD), a public repository of structured organic reaction records. Task: describe an organic reaction: reactants, conditions, products, and yield The reactants are C(#N)C=1C(NC=CC1C)=O (3-cyano-4-methylpyridone), P(Cl)(Cl)(Cl)(Cl)Cl (phosphorus pentachloride), P(=O)(Cl)(Cl)Cl (phosphorus oxychloride). Run in ice water. Reaction conditions: time 70 minute. Product: ClC1=NC=CC(=C1C#N)C (2-chloro-3-cyano-4-methylpyridine). The yield is 316.2%. As a reaction SMILES: [C:1]([C:3]1[C:4](=O)[NH:5][CH:6]=[CH:7][C:8]=1[CH3:9])#[N:2].P(Cl)(Cl)(Cl)(Cl)[Cl:12].P(Cl)(Cl)(Cl)=O>>[Cl:12][C:4]1[C:3]([C:1]#[N:2])=[C:8]([CH3:9])[CH:7]=[CH:6][N:5]=1. Procedure: 14 g (104 mmol) of 3-cyano-4-methylpyridone was slowly added to a mixture of 6.52 g (31.3 mmol) of phosphorus pentachloride and 30 ml (48 g, 313 mmol) of phosphorus oxychloride, followed by stirring at room temperature for 70 minutes and then under reflux with heating for 2 hours. After the reaction mixture was left to stand to cool, it was poured into ice water (400 ml) so that the surplus reagent was decomposed, followed by extraction with 100 ml of dichloromethane three times. The dichloromet... Starting materials: BrCCCc1ccccc1, CCO, [K+], Cc1ccc(S(=O)([O-])=S)cc1. The product is Cc1ccc(S(=O)(=S)OCCCc2ccccc2)cc1. RXN SMILES: [Br:1][CH2:2][CH2:3][CH2:4][c:5]1[cH:6][cH:7][cH:8][cH:9][cH:10]1.[CH3:23][CH2:24][OH:25].[K+:22].[O-:11][S:12](=[S:13])(=[O:14])[c:15]1[cH:16][cH:17][c:18]([CH3:19])[cH:20][cH:21]1>>[CH2:2]([CH2:3][CH2:4][c:5]1[cH:6][cH:7][cH:8][cH:9][cH:10]1)[O:14][S:12](=[O:11])(=[S:13])[c:15]1[cH:16][cH:17][c:18]([CH3:19])[cH:20][cH:21]1. The reactants are BrC1=C(C=O)C=C(C=N1)Cl (2-bromo-5-chloronicotinaldehyde), COC(OC)OC (trimethylorthoformate), O.C1(=CC=C(C=C1)S(=O)(=O)O)C (p-toluenesulfonic acid monohydrate). Run in CO (MeOH), C(Cl)Cl (CH2Cl2). The product is BrC1=NC=C(C(=C1)C(OC)OC)Cl (2-Bromo-5-chloro-4-dimethoxymethyl-pyridine). RXN SMILES: [Br:1][C:2]1[N:9]=[CH:8][C:7]([Cl:10])=[CH:6][C:3]=1C=O.[CH3:11][O:12][CH:13](OC)[O:14][CH3:15].O.C1(C)C=CC(S(O)(=O)=O)=CC=1>CO.C(Cl)Cl>[Br:1][C:2]1[CH:3]=[C:6]([CH:13]([O:14][CH3:15])[O:12][CH3:11])[C:7]([Cl:10])=[CH:8][N:9]=1 |f:2.3|. Procedure details: A mixture of 2-bromo-5-chloronicotinaldehyde (3.00 g, 13.6 mmol), trimethylorthoformate (4.48 mL, 40.8 mmol) and p-toluenesulfonic acid monohydrate (129 mg, 0.680 mmol) in MeOH (55 mL) was refluxed for 16 hours. The mixture was diluted in CH2Cl2 and washed with 10% aqueous potassium carbonate and brine, dried over sodium sulfate, filtered and concentrated. The crude product was used in the next step without further purification. LC/MS method 2: MS (ESI): 267 [M+H]+, rt=2.22 min. 1H-NMR (DMSO-d6)... Reactants: C#CCBr, C1CCOC1, O=C(O)C1=Cc2ccc(I)cc2OC1C(F)(F)F, [Na+], [OH-], O, c1ccc(P(c2ccccc2)(c2ccccc2)[Pd](P(c2ccccc2)(c2ccccc2)c2ccccc2)(P(c2ccccc2)(c2ccccc2)c2ccccc2)P(c2ccccc2)(c2ccccc2)c2ccccc2)cc1. The product is O=C(O)C1=Cc2ccc(C3CC3)cc2OC1C(F)(F)F. Reaction SMILES: [CH2:1]([C:2]#[CH:3])[Br:4].[CH2:25]1[O:26][CH2:27][CH2:28][CH2:29]1.[I:7][c:8]1[cH:9][cH:10][c:11]2[c:16]([cH:17]1)[O:15][CH:14]([C:18]([F:19])([F:20])[F:21])[C:13]([C:22](=[O:23])[OH:24])=[CH:12]2.[Na+:6].[OH-:5].[OH2:30].[cH:31]1[cH:32][cH:33][c:34]([P:35]([Pd:36]([P:37]([c:38]2[cH:39][cH:40][cH:41][cH:42][cH:43]2)([c:44]2[cH:45][cH:46][cH:47][cH:48][cH:49]2)[c:50]2[cH:51][cH:52][cH:53][cH:54][cH:55]2)([P:56]([c:57]2[cH:58][cH:59][cH:60][cH:61][cH:62]2)([c:63]2[cH:64][cH:65][cH:66][cH:67][cH:68]2)[c:69]2[cH:70][cH:71][cH:72][cH:73][cH:74]2)[P:75]([c:76]2[cH:77][cH:78][cH:79][cH:80][cH:81]2)([c:82]2[cH:83][cH:84][cH:85][cH:86][cH:87]2)[c:88]2[cH:89][cH:90][cH:91][cH:92][cH:93]2)([c:94]2[cH:95][cH:96][cH:97][cH:98][cH:99]2)[c:100]2[cH:101][cH:102][cH:103][cH:104][cH:105]2)[cH:106][cH:107]1>>[CH2:1]1[CH:2]([c:8]2[cH:9][cH:10][c:11]3[c:16]([cH:17]2)[O:15][CH:14]([C:18]([F:19])([F:20])[F:21])[C:13]([C:22](=[O:23])[OH:24])=[CH:12]3)[CH2:3]1. Starting materials: C1CCC2=NCCCN2CC1, CN1CCCC1=O, NCCC1CC1C1CCN(c2ncc(Cl)cn2)CC1, Fc1ccc(-n2ccnn2)cn1, O. Product: Clc1cnc(N2CCC(C3CC3CCNc3ccc(-n4ccnn4)cn3)CC2)nc1. RXN SMILES: [CH2:20]1[CH2:21][CH2:22][C:23]2=[N:28][CH2:27][CH2:26][CH2:25][N:24]2[CH2:29][CH2:30]1.[CH3:44][N:45]1[CH2:46][CH2:47][CH2:48][C:49]1=[O:50].[Cl:1][c:2]1[cH:3][n:4][c:5]([N:8]2[CH2:9][CH2:10][CH:11]([CH:14]3[CH:15]([CH2:17][CH2:18][NH2:19])[CH2:16]3)[CH2:12][CH2:13]2)[n:6][cH:7]1.[F:31][c:32]1[n:33][cH:34][c:35](-[n:38]2[n:39][n:40][cH:41][cH:42]2)[cH:36][cH:37]1.[OH2:43]>>[Cl:1][c:2]1[cH:3][n:4][c:5]([N:8]2[CH2:9][CH2:10][CH:11]([CH:14]3[CH:15]([CH2:17][CH2:18][NH:19][c:32]4[n:33][cH:34][c:35](-[n:38]5[n:39][n:40][cH:41][cH:42]5)[cH:36][cH:37]4)[CH2:16]3)[CH2:12][CH2:13]2)[n:6][cH:7]1. Reactants: C(C)(=O)C=1OC2=C(C(C1C)=O)C=CC=C2C(=O)O (2-Acetyl-8-carboxy-3-methyl-4-oxo-4H-1-benzopyran), CC1=C(OC2=C(C1=O)C=CC=C2C=CC)C(NC)=O (3-Methyl-2-methylcarbamoyl-8-(1-propenyl)-4-oxo-4H-1-benzopyran), aqueous solution, S(=O)([O-])S(=O)[O-].[Na+].[Na+] (sodium dithionite). The product is C(=O)(O)C1=CC=CC=2C(C(=C(OC21)C(=O)NC)C)=O (8-Carboxy-3-methyl-2-methylaminocarbonyl-4-oxo-4H-1-benzopyran). Isolated yield 60.0%. RXN SMILES: [C:1]([C:4]1[O:5][C:6]2[C:15]([C:16]([OH:18])=[O:17])=[CH:14][CH:13]=[CH:12][C:7]=2[C:8](=[O:11])[C:9]=1[CH3:10])(=[O:3])C.CC1C(=O)C2C=CC=C(C=CC)C=2OC=1[C:34](=O)[NH:35]C.S(S([O-])=O)([O-])=O.[Na+].[Na+]>>[C:16]([C:15]1[C:6]2[O:5][C:4]([C:1]([NH:35][CH3:34])=[O:3])=[C:9]([CH3:10])[C:8](=[O:11])[C:7]=2[CH:12]=[CH:13][CH:14]=1)([OH:18])=[O:17] |f:2.3.4|. Procedure: The title compound was prepared following the method described for Compound 2C but using Compound 5A instead of Compound 2B. The reaction mixture was poured into an 1% aqueous solution of sodium dithionite and filtered after overnight resting to give Compound 5B (60%). Reported procedure: To a mixture of ethyl 2-(1,6-dihydroxy-4-methyl-1,3-dihydrobenzo[c][1,2]oxaborol-3-yl)acetate (0.1 g, 0.4 mmol, 1 eq.) and 2-chloro-6-nitropyridine (158 mg, 1 mmol, 2.5 eq.) in 5 ml DMF was added cesium carbonate (392 mg, 1.2 mmol, 3 eq.). The reaction was stirred at room temperature for three hours. It was then quenched by water, extracted with EtOAc, washed with brine, dried over Na2SO4, and concentrated under reduced pressure. The crude was purified by column chromatography on silica gel (DCM... Starting materials: OB1OC(C2=C1C=C(C=C2C)O)CC(=O)OCC (ethyl 2-(1,6-dihydroxy-4-methyl-1,3-dihydrobenzo[c][1,2]oxaborol-3-yl)acetate), ClC1=NC(=CC=C1)[N+](=O)[O-] (2-chloro-6-nitropyridine), C([O-])([O-])=O.[Cs+].[Cs+] (cesium carbonate). RXN SMILES: [OH:1][B:2]1[C:6]2[CH:7]=[C:8]([OH:12])[CH:9]=[C:10]([CH3:11])[C:5]=2[CH:4]([CH2:13][C:14]([O:16][CH2:17][CH3:18])=[O:15])[O:3]1.[Cl:19][C:20]1[CH:25]=[CH:24][CH:23]=[C:22]([N+]([O-])=O)[N:21]=1.C(=O)([O-])[O-].[Cs+].[Cs+]>CN(C=O)C>[Cl:19][C:20]1[N:21]=[C:22]([O:12][C:8]2[CH:9]=[C:10]([CH3:11])[C:5]3[CH:4]([CH2:13][C:14]([O:16][CH2:17][CH3:18])=[O:15])[O:3][B:2]([OH:1])[C:6]=3[CH:7]=2)[CH:23]=[CH:24][CH:25]=1 |f:2.3.4|. Solvent: CN(C)C=O (DMF). The product is ClC1=CC=CC(=N1)OC=1C=C(C2=C(B(OC2CC(=O)OCC)O)C1)C (Ethyl 2-(6-(6-chloropyridin-2-yloxy)-1-hydroxy-4-methyl-1,3-dihydrobenzo[c][1,2]oxaborol-3-yl)acetate). Conditions: time 3 hour.